From a dataset of the Open Reaction Database (ORD), a public repository of structured organic reaction records. describe an organic reaction: reactants, conditions, products, and yield Reactants: BrC1=CC(=C(S1)C(=O)NCC=1C=NC=CC1)C (5-bromo-3-methyl-N-(pyridin-3-ylmethyl)thiophene-2-carboxamide), [Cu](C#N)C#N (copper cyanide). The solvent is CN(C=O)C (N,N-dimethylformamide). Run at temperature 150 celsius, time 18 hour. The product is C(#N)C1=CC(=C(S1)C(=O)NCC=1C=NC=CC1)C (5-cyano-3-methyl-N-(pyridin-3-ylmethyl)thiophene-2-carboxamide). Yield: 45.4%. As a reaction SMILES: Br[C:2]1[S:6][C:5]([C:7]([NH:9][CH2:10][C:11]2[CH:12]=[N:13][CH:14]=[CH:15][CH:16]=2)=[O:8])=[C:4]([CH3:17])[CH:3]=1.[Cu](C#N)[C:19]#[N:20]>CN(C)C=O>[C:19]([C:2]1[S:6][C:5]([C:7]([NH:9][CH2:10][C:11]2[CH:12]=[N:13][CH:14]=[CH:15][CH:16]=2)=[O:8])=[C:4]([CH3:17])[CH:3]=1)#[N:20]. Procedure: A mixture of 5-bromo-3-methyl-N-(pyridin-3-ylmethyl)thiophene-2-carboxamide (1.92 g, 6.17 mmol) and copper cyanide (2.21 g, 24.68 mmol) in anhydrous N,N-dimethylformamide (25 mL) was stirred under nitrogen atmosphere at 150° C. for 18 h. The reaction mixture was allowed to cool to ambient temperature, and partitioned between ethyl acetate (200 mL) and 14% aqueous ammonium hydroxide solution (200 mL). The aqueous layer was extracted with ethyl acetate (100 mL), and combined organic layer was wash...